Dataset: the Open Reaction Database (ORD), a public repository of structured organic reaction records. Task: describe an organic reaction: reactants, conditions, products, and yield The reactants are BrC=1SC(=C(N1)C(NC=1C=NN(C1[C@H]1OC[C@@H]([C@@H](CC1)NC(=O)OC(C)(C)C)F)C)=O)NC(OC(C)(C)C)=O (tert-butyl N-[2-bromo-4-[[5-[(2S,5R,6R)-5-(tert-butoxycarbonylamino)-6-fluoro-oxepan-2-yl]-1-methyl-pyrazol-4-yl]carbamoyl]thiazol-5-yl]carbamate), BrC=1SC(=C(N1)C(NC=1C=NN(C1[C@H]1OC[C@@H]([C@@H](CC1)NC(=O)OC(C)(C)C)F)C)=O)NC(OC(C)(C)C)=O (tert-butyl N-[2-bromo-4-[[5-[(2S,5R,6R)-5-(tert-butoxycarbonylamino)-6-fluoro-oxepan-2-yl]-1-methyl-pyrazol-4-yl]carbamoyl]thiazol-5-yl]carbamate), FC1=C(C(=CC=C1F)OC)B(O)O ((2,3-difluoro-6-methoxyphenyl)boronic acid). The product is NC1=C(N=C(S1)C1=C(C(=CC=C1OC)F)F)C(=O)NC=1C=NN(C1[C@H]1OC[C@@H]([C@@H](CC1)N)F)C (5-amino-N-(5-((2S,5R,6R)-5-amino-6-fluorooxepan-2-yl)-1-methyl-1H-pyrazol-4-yl)-2-(2,3-difluoro-6-methoxyphenyl)thiazole-4-carboxamide). RXN SMILES: Br[C:2]1[S:3][C:4]([NH:32]C(=O)OC(C)(C)C)=[C:5]([C:7](=[O:31])[NH:8][C:9]2[CH:10]=[N:11][N:12]([CH3:30])[C:13]=2[C@@H:14]2[CH2:20][CH2:19][C@@H:18]([NH:21]C(OC(C)(C)C)=O)[C@@H:17]([F:29])[CH2:16][O:15]2)[N:6]=1.[F:40][C:41]1[C:46]([F:47])=[CH:45][CH:44]=[C:43]([O:48][CH3:49])[C:42]=1B(O)O>>[NH2:32][C:4]1[S:3][C:2]([C:42]2[C:43]([O:48][CH3:49])=[CH:44][CH:45]=[C:46]([F:47])[C:41]=2[F:40])=[N:6][C:5]=1[C:7]([NH:8][C:9]1[CH:10]=[N:11][N:12]([CH3:30])[C:13]=1[C@@H:14]1[CH2:20][CH2:19][C@@H:18]([NH2:21])[C@@H:17]([F:29])[CH2:16][O:15]1)=[O:31]. Reported procedure: Following the procedure for Example 101 starting from tert-butyl N-[2-bromo-4-[[5-[(2S,5R,6R)-5-(tert-butoxycarbonylamino)-6-fluoro-oxepan-2-yl]-1-methyl-pyrazol-4-yl]carbamoyl]thiazol-5-yl]carbamate (Intermediate 88), and replacing 3,6-dihydro-2H-pyran-4-boronic acid pinacol ester with (2,3-difluoro-6-methoxyphenyl)boronic acid gave 277. 1H NMR (400 MHz, DMSO-d6) δ 9.42 (s, 1H), 7.84 (s, 1H), 7.47 (t, J=9.4 Hz, 1H), 7.39 (s, 2H), 7.01 (ddd, J=9.4, 4.0, 1.9 Hz, 1H), 5.02-4.76 (m, 2H), 4.18-3.93 ... The reactants are NCCO (2-aminoethanol), ClC1=NC(=NC(=N1)Cl)CCC (2,4-dichloro-6-propyl-1,3,5-triazine). The solvent is O1CCOCC1 (dioxane), O1CCOCC1 (dioxane). Run at time 8 hour. Yields the product ClC1=NC(=NC(=N1)CCC)NCCO (2-[(4-chloro-6-propyl-1,3,5-triazin-2-yl)amino]-ethanol). The yield is 95.8%. RXN SMILES: [NH2:1][CH2:2][CH2:3][OH:4].[Cl:5][C:6]1[N:11]=[C:10](Cl)[N:9]=[C:8]([CH2:13][CH2:14][CH3:15])[N:7]=1>O1CCOCC1>[Cl:5][C:6]1[N:7]=[C:8]([CH2:13][CH2:14][CH3:15])[N:9]=[C:10]([NH:1][CH2:2][CH2:3][OH:4])[N:11]=1. Reported procedure: 24.4 g (0.4 mole) of 2-aminoethanol, dissolved in 100 ml of dioxane, are added dropwise into a solution of 38.4 g (0.2 mole) of 2,4-dichloro-6-propyl-1,3,5-triazine in 100 ml of dioxane at room temperature. After the addition, stirring is continued overnight. The 2-aminoethanol hydrochloride is filtered off and the filtrate is evaporated under reduced pressure. The residue obtained is recrystallized from a mixture of ethyl acetate-hexane 50:50 (v/v). 41.5 g of 2-[(4-chloro-6-propyl-1,3,5-triazin... Reactants: C(C1=CC=CC=C1)Br (benzylbromide), CC1=CN=C(O1)C1=CC=NC=C1 (4-(5-methyl-oxazol-2-yl)-pyridine). Run in CC(=O)C (acetone). Yields the product [Br-].C(C1=CC=CC=C1)[N+]1=CC=C(C=C1)C=1OC(=CN1)C (1-Benzyl-4-(5-methyl-oxazol-2-yl)-pyridinium bromide). Isolated yield 92.3%. As a reaction SMILES: [CH2:1]([Br:8])[C:2]1[CH:7]=[CH:6][CH:5]=[CH:4][CH:3]=1.[CH3:9][C:10]1[O:14][C:13]([C:15]2[CH:20]=[CH:19][N:18]=[CH:17][CH:16]=2)=[N:12][CH:11]=1>CC(C)=O>[Br-:8].[CH2:1]([N+:18]1[CH:17]=[CH:16][C:15]([C:13]2[O:14][C:10]([CH3:9])=[CH:11][N:12]=2)=[CH:20][CH:19]=1)[C:2]1[CH:7]=[CH:6][CH:5]=[CH:4][CH:3]=1 |f:3.4|. Reported procedure: 141 g benzylbromide was added to 66 g 4-(5-methyl-oxazol-2-yl)-pyridine in 1.5 L acetone. The mixture was refluxed over night. The precipitate was filtered to give 126 g of the desired product. Rf: 0.00 (petrolether/ethyl acetate=1/1), (M+H)+: 252 The reactants are OCCC=1C=C(CC(C(=O)OC)C(=O)OC)C=CC1OC (dimethyl 2-[3-(2-hydroxyethyl)-4-methoxybenzyl]malonate), C1(=CC=CC=C1)N=C=O (phenylisocyanate). Product: N(C1=CC=CC=C1)C(=O)OCCC=1C=C(CC(C(=O)OC)C(=O)OC)C=CC1OC (Dimethyl 2-(3-{2-[(anilinocarbonyl)oxy]ethyl}-4-methoxybenzyl)malonate). As a reaction SMILES: [OH:1][CH2:2][CH2:3][C:4]1[CH:5]=[C:6]([CH:17]=[CH:18][C:19]=1[O:20][CH3:21])[CH2:7][CH:8]([C:13]([O:15][CH3:16])=[O:14])[C:9]([O:11][CH3:12])=[O:10].[C:22]1([N:28]=[C:29]=[O:30])[CH:27]=[CH:26][CH:25]=[CH:24][CH:23]=1>>[NH:28]([C:29]([O:1][CH2:2][CH2:3][C:4]1[CH:5]=[C:6]([CH:17]=[CH:18][C:19]=1[O:20][CH3:21])[CH2:7][CH:8]([C:9]([O:11][CH3:12])=[O:10])[C:13]([O:15][CH3:16])=[O:14])=[O:30])[C:22]1[CH:27]=[CH:26][CH:25]=[CH:24][CH:23]=1. Reported procedure: Using dimethyl 2-[3-(2-hydroxyethyl)-4-methoxybenzyl]malonate and phenylisocyanate, the title compound was obtained in the same manner as described in Example 192b). The reactants are N1=CC=CC=C1 (pyridine), C=1(C(=CC=CC1)S(=O)(=O)Cl)C (toluenesulfonyl chloride), C1(=CC=CC=C1)C(C1=CC=CC=C1)OC(=O)C1C(CS[C@H]2N1C([C@H]2NC(CC2=CC=CC=C2)=O)=O)O (3-hydroxy-7beta-phenylacetylaminocepham-4-carboxylic acid diphenylmethyl ester). The solvent is ice water, ClCCl (dichloromethane). Conditions: temperature 0 celsius, time 105 hour. Product: C1(=CC=CC=C1)C(C1=CC=CC=C1)OC(=O)C1C(CS[C@H]2N1C([C@H]2NC(CC2=CC=CC=C2)=O)=O)OS(=O)(=O)C2=CC=C(C=C2)C (3-p-toluenesulfonyloxy-7beta-phenylacetylaminocepham-4-carboxylic acid diphenylmethyl ester). Yield: 84.7%. RXN SMILES: [C:1]1([CH:7]([O:14][C:15]([CH:17]2[N:22]3[C:23](=[O:35])[C@@H:24]([NH:25][C:26](=[O:34])[CH2:27][C:28]4[CH:33]=[CH:32][CH:31]=[CH:30][CH:29]=4)[C@H:21]3[S:20][CH2:19][CH:18]2[OH:36])=[O:16])[C:8]2[CH:13]=[CH:12][CH:11]=[CH:10][CH:9]=2)[CH:6]=[CH:5][CH:4]=[CH:3][CH:2]=1.N1C=CC=C[CH:38]=1.[C:43]1(C)[C:44]([S:49](Cl)(=[O:51])=[O:50])=[CH:45][CH:46]=[CH:47][CH:48]=1>ClCCl>[C:1]1([CH:7]([O:14][C:15]([CH:17]2[N:22]3[C:23](=[O:35])[C@@H:24]([NH:25][C:26](=[O:34])[CH2:27][C:28]4[CH:33]=[CH:32][CH:31]=[CH:30][CH:29]=4)[C@H:21]3[S:20][CH2:19][CH:18]2[O:36][S:49]([C:44]2[CH:43]=[CH:48][C:47]([CH3:38])=[CH:46][CH:45]=2)(=[O:50])=[O:51])=[O:16])[C:8]2[CH:9]=[CH:10][CH:11]=[CH:12][CH:13]=2)[CH:6]=[CH:5][CH:4]=[CH:3][CH:2]=1. Reported procedure: To a suspension of 3-hydroxy-7beta-phenylacetylaminocepham-4-carboxylic acid diphenylmethyl ester (2) in dichloromethane (9 parts) cooling at 0° C. are added pyridine (6 equivalents) and toluenesulfonyl chloride (6 equivalents). The mixture is let stand at 0° to 5° C. for 105 hours. The reaction mixture is diluted with ice-water, the organic layer is taken, washed with hydrochloric acid and water, dried, and concentrated. The residue is crystallized from a mixture of ethyl acetate and hexane to ... The reactants are CO, COC(=O)c1cc(OCC=C(Cl)Cl)cc(Cl)c1OCCCOc1ccc(C(F)(F)F)cn1, Cl, [Na+], C1CCOC1, [OH-]. Product: O=C(O)c1cc(OCC=C(Cl)Cl)cc(Cl)c1OCCCOc1ccc(C(F)(F)F)cn1. Reaction SMILES: [CH3:41][OH:42].[Cl:1][c:2]1[c:3]([O:18][CH2:19][CH2:20][CH2:21][O:22][c:23]2[n:24][cH:25][c:26]([C:29]([F:30])([F:31])[F:32])[cH:27][cH:28]2)[c:4]([C:5](=[O:6])[O:7][CH3:8])[cH:9][c:10]([O:12][CH2:13][CH:14]=[C:15]([Cl:16])[Cl:17])[cH:11]1.[ClH:35].[Na+:34].[O:36]1[CH2:37][CH2:38][CH2:39][CH2:40]1.[OH-:33]>>[Cl:1][c:2]1[c:3]([O:18][CH2:19][CH2:20][CH2:21][O:22][c:23]2[n:24][cH:25][c:26]([C:29]([F:30])([F:31])[F:32])[cH:27][cH:28]2)[c:4]([C:5](=[O:6])[OH:7])[cH:9][c:10]([O:12][CH2:13][CH:14]=[C:15]([Cl:16])[Cl:17])[cH:11]1.